This data is from the Open Reaction Database (ORD), a public repository of structured organic reaction records. The task is: describe an organic reaction: reactants, conditions, products, and yield Reactants: resultant mixture, ClCC(=O)N1CCN(CC1)C1=CC(=C(C=C1)Cl)OC (2-chloro-1-[4-(4-chloro-3-methoxy-phenyl)-piperazin-1-yl]-ethanone), C[C@@H]1N[C@@H](CCC1)C ((2S,6R)-2,6-dimethyl-piperidine), C(=O)([O-])[O-].[K+].[K+] (K2CO3). Run in CN1CCCC1=O (NMP). Product: ClC1=C(C=C(C=C1)N1CCN(CC1)C(CN1[C@H](CCC[C@H]1C)C)=O)OC (1-[4-(4-chloro-3-methoxy-phenyl)-piperazin-1-yl]-2-((2S,6R)-2,6-dimethyl-piperidin-1-yl)-ethanone). RXN SMILES: Cl[CH2:2][C:3]([N:5]1[CH2:10][CH2:9][N:8]([C:11]2[CH:16]=[CH:15][C:14]([Cl:17])=[C:13]([O:18][CH3:19])[CH:12]=2)[CH2:7][CH2:6]1)=[O:4].[CH3:20][C@H:21]1[CH2:26][CH2:25][CH2:24][C@@H:23]([CH3:27])[NH:22]1.C([O-])([O-])=O.[K+].[K+]>CN1C(=O)CCC1>[Cl:17][C:14]1[CH:15]=[CH:16][C:11]([N:8]2[CH2:9][CH2:10][N:5]([C:3](=[O:4])[CH2:2][N:22]3[C@H:23]([CH3:27])[CH2:24][CH2:25][CH2:26][C@@H:21]3[CH3:20])[CH2:6][CH2:7]2)=[CH:12][C:13]=1[O:18][CH3:19] |f:2.3.4|. Reported procedure: In a 4 mL vial was added 2-chloro-1-[4-(4-chloro-3-methoxy-phenyl)-piperazin-1-yl]-ethanone (1) (200 mg, 0.66 mmol, 1.0 equiv), (2S,6R)-2,6-dimethyl-piperidine (100 μL, 0.72 mmol, 1.10 equiv), K2CO3 (365 mg, 2.64 mmol, 4.0 equiv) and 2.4 mL of NMP. A stir bar was placed in the vial and the vial was then capped. The resultant mixture stirred at 60° C. overnight. The crude product was purified by reversed phase HPLC (acetonitrile —H2O with 0.1% TFA as the eluent) to yield 1-[4-(4-chloro-3-methoxy-... Starting materials: C(C)OC1=CC=C(N)C=C1 (4-ethoxyaniline), C1(=CC=CC=C1)S(=O)(=O)N1C=C(C=2C1=NC=CC2)C2=NC(=NC=C2)Cl (1-benzenesulfonyl-3-(2-chloro-pyrimidin-4-yl)-1H-pyrrolo[2,3-b]pyridine). Product: C(C)OC1=CC=C(C=C1)NC1=NC=CC(=N1)C1=CNC2=NC=CC=C21 ((4-Ethoxyphenyl)-[4-(1H-pyrrolo[2,3-b]pyridin-3-yl)-pyrimidin-2-yl]-amine). Isolated yield 30.8%. RXN SMILES: [CH2:1]([O:3][C:4]1[CH:10]=[CH:9][C:7]([NH2:8])=[CH:6][CH:5]=1)[CH3:2].C1(S([N:20]2[C:24]3=[N:25][CH:26]=[CH:27][CH:28]=[C:23]3[C:22]([C:29]3[CH:34]=[CH:33][N:32]=[C:31](Cl)[N:30]=3)=[CH:21]2)(=O)=O)C=CC=CC=1>>[CH2:1]([O:3][C:4]1[CH:10]=[CH:9][C:7]([NH:8][C:31]2[N:30]=[C:29]([C:22]3[C:23]4[C:24](=[N:25][CH:26]=[CH:27][CH:28]=4)[NH:20][CH:21]=3)[CH:34]=[CH:33][N:32]=2)=[CH:6][CH:5]=1)[CH3:2]. Procedure details: Using the procedure of example 1, 4-ethoxyaniline (222 mg) was reacted with compound 1f (200 mg) to provide compound 40 (55 mg, 31%). 1H NMR (400 MHz, DMSO) δ 8.90 (d, J=8.0 Hz, 1H), 8.45 (s, 1H), 8.30 (d, J=5.6 Hz, 2H), 7.66 (d, J=8.0 Hz, 2H), 7.25 (d, J=5.6 Hz, 1H), 7.20 (m, 1H), 6.90 (d, J=8.0 Hz, 2H), 4.05 (q, J=8.0 Hz, 2H), 1.36 (t, J=8.0 Hz, 3H). MS (ESI) m/z: 332 (M+H)+.